From a dataset of the Open Reaction Database (ORD), a public repository of structured organic reaction records. describe an organic reaction: reactants, conditions, products, and yield Reactants: NC1=C(C(=NN1C)O)C1=CC=C(C=C1)C (5-amino-1-methyl-4-(4-methylphenyl)-1H-pyrazol-3-ol), [H-].[Na+] (sodium hydride), BrCCOC1=CC=CC=C1 (β-bromophenetole). Run in CN(C=O)C (dimethylformamide), O (water). Run at time 2 hour. Product: CN1N=C(C(=C1N)C1=CC=C(C=C1)C)OCCOC1=CC=CC=C1 (1-methyl-4-(4-methylphenyl)-3-(2-phenoxyethoxy)-1H-pyrazol-5-amine). Isolated yield 25.1%. RXN SMILES: [NH2:1][C:2]1[N:6]([CH3:7])[N:5]=[C:4]([OH:8])[C:3]=1[C:9]1[CH:14]=[CH:13][C:12]([CH3:15])=[CH:11][CH:10]=1.[H-].[Na+].Br[CH2:19][CH2:20][O:21][C:22]1[CH:27]=[CH:26][CH:25]=[CH:24][CH:23]=1>CN(C)C=O.O>[CH3:7][N:6]1[C:2]([NH2:1])=[C:3]([C:9]2[CH:14]=[CH:13][C:12]([CH3:15])=[CH:11][CH:10]=2)[C:4]([O:8][CH2:19][CH2:20][O:21][C:22]2[CH:27]=[CH:26][CH:25]=[CH:24][CH:23]=2)=[N:5]1 |f:1.2|. Reported procedure: To 5-amino-1-methyl-4-(4-methylphenyl)-1H-pyrazol-3-ol (Preparation 3a) (50 mg) in dimethylformamide (2 ml) at room temperature was added sodium hydride (60% dispersion in oil, 10 mg) and β-bromophenetole (49.5 mg). The mixture was stirred for 2 hrs. The reaction was diluted with water (10 ml) and extracted with ethyl acetate (10 ml). The organic fraction was dried over magnesium sulfate, filtered and concentrated under reduced pressure. The residue was purified by column chromatography on silic...